From a dataset of the Open Reaction Database (ORD), a public repository of structured organic reaction records. describe an organic reaction: reactants, conditions, products, and yield The reactants are CCOC(=O)CCN(CCCN1CCCC1=O)C(=O)CN(C)C(=O)Cc1ccc(NC(=O)Nc2ccccc2C)c(OC)c1, [Li+], C1CCOC1, [OH-], O, O. The product is COc1cc(CC(=O)N(C)CC(=O)N(CCCN2CCCC2=O)CCC(=O)O)ccc1NC(=O)Nc1ccccc1C. As a reaction SMILES: [CH2:1]([CH3:2])[O:3][C:4]([CH2:5][CH2:6][N:7]([CH2:8][CH2:9][CH2:10][N:11]1[C:12](=[O:16])[CH2:13][CH2:14][CH2:15]1)[C:17]([CH2:18][N:19]([CH3:20])[C:21]([CH2:22][c:23]1[cH:24][c:25]([O:40][CH3:41])[c:26]([NH:29][C:30](=[O:31])[NH:32][c:33]2[c:34]([CH3:39])[cH:35][cH:36][cH:37][cH:38]2)[cH:27][cH:28]1)=[O:42])=[O:43])=[O:44].[Li+:47].[O:48]1[CH2:49][CH2:50][CH2:51][CH2:52]1.[OH-:46].[OH2:45].[OH2:53]>>[O:3]=[C:4]([CH2:5][CH2:6][N:7]([CH2:8][CH2:9][CH2:10][N:11]1[C:12](=[O:16])[CH2:13][CH2:14][CH2:15]1)[C:17]([CH2:18][N:19]([CH3:20])[C:21]([CH2:22][c:23]1[cH:24][c:25]([O:40][CH3:41])[c:26]([NH:29][C:30](=[O:31])[NH:32][c:33]2[c:34]([CH3:39])[cH:35][cH:36][cH:37][cH:38]2)[cH:27][cH:28]1)=[O:42])=[O:43])[OH:44]. The reactants are COC(=O)C(C)Oc1cccc(OCc2ccc3ccc(Br)cc3n2)c1, CO, [Na+], [OH-]. RXN SMILES: [Br:1][c:2]1[cH:3][cH:4][c:5]2[cH:6][cH:7][c:8]([CH2:12][O:13][c:14]3[cH:15][c:16]([O:17][CH:18]([C:19](=[O:20])[O:21][CH3:22])[CH3:23])[cH:24][cH:25][cH:26]3)[n:9][c:10]2[cH:11]1.[CH3:29][OH:30].[Na+:28].[OH-:27]>>[Br:1][c:2]1[cH:3][cH:4][c:5]2[cH:6][cH:7][c:8]([CH2:12][O:13][c:14]3[cH:15][c:16]([O:17][CH:18]([C:19](=[O:20])[OH:21])[CH3:23])[cH:24][cH:25][cH:26]3)[n:9][c:10]2[cH:11]1. Product: CC(Oc1cccc(OCc2ccc3ccc(Br)cc3n2)c1)C(=O)O. Starting materials: FC1=NC(=CC=C1)C (2-fluoro-6-methylpyridine), C(C)(C)O (isopropanol), NN (hydrazine). Run in C(C)(C)(C)OC (methyl t-butyl ether), [Cl-].[Na+].O (brine). Conditions: temperature 10 celsius, time 8 hour. The product is CC1=CC=CC(=N1)NN (1-(6-methylpyridin-2-yl)hydrazine). Yield: 76.1%. As a reaction SMILES: F[C:2]1[CH:7]=[CH:6][CH:5]=[C:4]([CH3:8])[N:3]=1.C(O)(C)C.[NH2:13][NH2:14]>C(OC)(C)(C)C.[Cl-].[Na+].O>[CH3:8][C:4]1[N:3]=[C:2]([NH:13][NH2:14])[CH:7]=[CH:6][CH:5]=1 |f:4.5.6|. Reported procedure: A jacketed reaction flask was equipped with mechanical stirrer, nitrogen inlet, and reflux condenser and the jacket was cooled to 10° C. The reactor was programmed to automatically cool to 0° C. if at any point the internal temperature exceeded 80° C. The reactor was purged with a steady stream of nitrogen gas. To the reactor was charged 25 g (0.225 mol) of 2-fluoro-6-methylpyridine followed by 100 ml of isopropanol and the jacket temperature was adjusted to 73° C. (corresponding to an internal ... The reactants are ClC1=CC2=C(C(NC3=NC=CC=C23)=O)C=C1 (9-Chloro-5H-benzo[c][1,8]naphthyridin-6-one), C(C)(C)C1=CC=C(N)C=C1 (4-isopropylaniline). Yields the product C(C)(C)C1=CC=C(C=C1)NC1=CC2=C(C(NC3=NC=CC=C23)=O)C=C1 (9-(4-Isopropyl-phenylamino)-5H-benzo[c][1,8]naphthyridin-6-one). Isolated yield 16.9%. Reaction SMILES: Cl[C:2]1[CH:16]=[CH:15][C:5]2[C:6](=[O:14])[NH:7][C:8]3[C:13]([C:4]=2[CH:3]=1)=[CH:12][CH:11]=[CH:10][N:9]=3.[CH:17]([C:20]1[CH:26]=[CH:25][C:23]([NH2:24])=[CH:22][CH:21]=1)([CH3:19])[CH3:18]>>[CH:17]([C:20]1[CH:26]=[CH:25][C:23]([NH:24][C:2]2[CH:16]=[CH:15][C:5]3[C:6](=[O:14])[NH:7][C:8]4[C:13]([C:4]=3[CH:3]=2)=[CH:12][CH:11]=[CH:10][N:9]=4)=[CH:22][CH:21]=1)([CH3:19])[CH3:18]. Procedure: The title compound was synthesized according to the procedure described for the preparation of Example 231 using 6 (100 mg, 0.43 mmol) and 4-isopropylaniline (0.09 mL, 0.65 mmol) to provide 242 (24 mg, 15% yield) as a brown solid. LC-MS (M+H (parent)=330, obsd.=330). The reactants are [BH4-], CCO, CC(C(=O)c1ccc(O[Si](C(C)C)(C(C)C)C(C)C)c(F)c1)N1CCC(O)(c2ccccc2)CC1, [Na+]. Product: CC(C(O)c1ccc(O[Si](C(C)C)(C(C)C)C(C)C)c(F)c1)N1CCC(O)(c2ccccc2)CC1. As a reaction SMILES: [BH4-:1].[CH3:38][CH2:39][OH:40].[F:3][c:4]1[cH:5][c:6]([C:21]([CH:22]([CH3:23])[N:24]2[CH2:25][CH2:26][C:27]([c:30]3[cH:31][cH:32][cH:33][cH:34][cH:35]3)([OH:36])[CH2:28][CH2:29]2)=[O:37])[cH:7][cH:8][c:9]1[O:10][Si:11]([CH:12]([CH3:13])[CH3:14])([CH:15]([CH3:16])[CH3:17])[CH:18]([CH3:19])[CH3:20].[Na+:2]>>[F:3][c:4]1[cH:5][c:6]([CH:21]([CH:22]([CH3:23])[N:24]2[CH2:25][CH2:26][C:27]([c:30]3[cH:31][cH:32][cH:33][cH:34][cH:35]3)([OH:36])[CH2:28][CH2:29]2)[OH:37])[cH:7][cH:8][c:9]1[O:10][Si:11]([CH:12]([CH3:13])[CH3:14])([CH:15]([CH3:16])[CH3:17])[CH:18]([CH3:19])[CH3:20]. Starting materials: N#CCBr, C1CCOC1, COc1cc(Nc2nc3c(c(Cc4ccccc4)n2)CNCC3)ccc1-n1cnc(C)c1. Product: COc1cc(Nc2nc3c(c(Cc4ccccc4)n2)CN(CC#N)CC3)ccc1-n1cnc(C)c1. As a reaction SMILES: [Br:1][CH2:2][C:3]#[N:4].[CH2:37]1[O:38][CH2:39][CH2:40][CH2:41]1.[CH2:5]([c:6]1[cH:7][cH:8][cH:9][cH:10][cH:11]1)[c:12]1[c:13]2[c:14]([n:15][c:16]([NH:18][c:19]3[cH:20][c:21]([O:31][CH3:32])[c:22](-[n:25]4[cH:26][n:27][c:28]([CH3:30])[cH:29]4)[cH:23][cH:24]3)[n:17]1)[CH2:33][CH2:34][NH:35][CH2:36]2>>[CH2:2]([C:3]#[N:4])[N:35]1[CH2:34][CH2:33][c:14]2[c:13]([c:12]([CH2:5][c:6]3[cH:7][cH:8][cH:9][cH:10][cH:11]3)[n:17][c:16]([NH:18][c:19]3[cH:20][c:21]([O:31][CH3:32])[c:22](-[n:25]4[cH:26][n:27][c:28]([CH3:30])[cH:29]4)[cH:23][cH:24]3)[n:15]2)[CH2:36]1. Starting materials: BrC=1C(=NC=C(C(=O)NC2=CC=C(C=C2)OC(F)(F)F)C1)Cl (5-bromo-6-chloro-N-(4-(trifluoromethoxy)phenyl)nicotinamide), N1CC(C1)C(C)(C)O (2-azetidin-3-yl-propan-2-ol). The product is BrC=1C(=NC=C(C(=O)NC2=CC=C(C=C2)OC(F)(F)F)C1)N1CC(C1)C(C)(C)O (5-Bromo-6-(3-(2-hydroxypropan-2-yl)azetidin-1-yl)-N-(4-(trifluoromethoxy)phenyl)nicotinamide). Reaction SMILES: [Br:1][C:2]1[C:3](Cl)=[N:4][CH:5]=[C:6]([CH:21]=1)[C:7]([NH:9][C:10]1[CH:15]=[CH:14][C:13]([O:16][C:17]([F:20])([F:19])[F:18])=[CH:12][CH:11]=1)=[O:8].[NH:23]1[CH2:26][CH:25]([C:27]([OH:30])([CH3:29])[CH3:28])[CH2:24]1>>[Br:1][C:2]1[C:3]([N:23]2[CH2:26][CH:25]([C:27]([OH:30])([CH3:29])[CH3:28])[CH2:24]2)=[N:4][CH:5]=[C:6]([CH:21]=1)[C:7]([NH:9][C:10]1[CH:15]=[CH:14][C:13]([O:16][C:17]([F:20])([F:19])[F:18])=[CH:12][CH:11]=1)=[O:8]. Procedure: The title compound was prepared in an analogous fashion to that described in Stage 128.1 using 5-bromo-6-chloro-N-(4-(trifluoromethoxy)phenyl)nicotinamide (Stage 12.2) and 2-azetidin-3-yl-propan-2-ol (WO2010138589) to afford an off-white crystalline product. HPLC (Condition 4) tR=5.84 min, UPLC-MS (Condition 7) m/z=474.1 [M+H]+. Reactants: CC(\C=C\C1C(=CCCC1(C)C)C)N(C)C ([1-methyl-3-(2,6,6-trimethyl-2-cyclohexenyl)-2-(trans)propenyl]dimethylamine), ClCC1=CC=C(C=C1)Cl (α,4-dichlorotoluene), C(C)O (ethanol), [I-].[K+] (potassium iodide). Solvent: O (water). The product is [I-].CC(\C=C\C1C(=CCCC1(C)C)C)[N+](CC1=CC=C(C=C1)Cl)(C)C ([1-methyl-3-(2,6,6-trimethyl-2-cyclohexenyl)-2(trans)-propenyl]dimethyl(4-chlorobenzyl)ammonium iodide). Isolated yield 131.7%. RXN SMILES: [CH3:1][CH:2]([N:14]([CH3:16])[CH3:15])/[CH:3]=[CH:4]/[CH:5]1[C:10]([CH3:12])([CH3:11])[CH2:9][CH2:8][CH:7]=[C:6]1[CH3:13].Cl[CH2:18][C:19]1[CH:24]=[CH:23][C:22]([Cl:25])=[CH:21][CH:20]=1.C(O)C.[I-:29].[K+]>O>[I-:29].[CH3:1][CH:2]([N+:14]([CH3:16])([CH3:15])[CH2:18][C:19]1[CH:24]=[CH:23][C:22]([Cl:25])=[CH:21][CH:20]=1)/[CH:3]=[CH:4]/[CH:5]1[C:10]([CH3:11])([CH3:12])[CH2:9][CH2:8][CH:7]=[C:6]1[CH3:13] |f:3.4,6.7|. Procedure details: A mixture of [1-methyl-3-(2,6,6-trimethyl-2-cyclohexenyl)-2-(trans)propenyl]dimethylamine (2.2 g), α,4-dichlorotoluene (0.8 g) and ethanol (30 cc) was refluxed for 1 hour, and thereto were added water (100 cc) and potassium iodide (5.0 g). The reaction mixture was extracted with chloroform, and the chloroform layer was dried over magnesium sulfate. The solvent was distilled off, and the residue was recrystallized from ethanol to give crystals (3.1 g) of [1-methyl-3-(2,6,6-trimethyl-2-cyclohexeny... Reactants: O=C(Cl)OC1CCCC1, ClCCl, COC(=O)c1ccc(Cn2cnc3ccc(N)cc32)c(OC)c1, Cc1cccc(C)n1. Product: COC(=O)c1ccc(Cn2cnc3ccc(NC(=O)OC4CCCC4)cc32)c(OC)c1. As a reaction SMILES: [Cl:32][C:33](=[O:34])[O:35][CH:36]1[CH2:37][CH2:38][CH2:39][CH2:40]1.[Cl:41][CH2:42][Cl:43].[NH2:1][c:2]1[cH:3][cH:4][c:5]2[c:6]([n:7]([CH2:10][c:11]3[c:12]([O:21][CH3:22])[cH:13][c:14]([C:15](=[O:16])[O:17][CH3:18])[cH:19][cH:20]3)[cH:8][n:9]2)[cH:23]1.[n:24]1[c:25]([CH3:26])[cH:27][cH:28][cH:29][c:30]1[CH3:31]>>[NH:1]([c:2]1[cH:3][cH:4][c:5]2[c:6]([n:7]([CH2:10][c:11]3[c:12]([O:21][CH3:22])[cH:13][c:14]([C:15](=[O:16])[O:17][CH3:18])[cH:19][cH:20]3)[cH:8][n:9]2)[cH:23]1)[C:33](=[O:34])[O:35][CH:36]1[CH2:37][CH2:38][CH2:39][CH2:40]1.